Dataset: the Open Reaction Database (ORD), a public repository of structured organic reaction records. Task: describe an organic reaction: reactants, conditions, products, and yield The reactants are C(C1=CC=CC=C1)OC1=C(C(=NC2=CC=CC=C12)COS(=O)(=O)C1=CC=C(C=C1)C)C (p-toluenesulfonic acid [4-(benzyloxy)-3-methylquinolin-2-yl]methyl ester), C(CCCCCC)S (1-Heptanethiol). Run in CO.C1CCOC1 (methanol THF), CO (methanol), C[O-].[Na+] (sodium methoxide), CO (methanol). Conditions: time 15 minute. The product is C(C1=CC=CC=C1)OC1=C(C(=NC2=CC=CC=C12)CSCCCCCCC)C (4-(benzyloxy)-2-[(heptylsulfanyl)methyl]-3-methylquinoline). Yield: 90.2%. Reaction SMILES: [CH2:1]([SH:8])[CH2:2][CH2:3][CH2:4][CH2:5][CH2:6][CH3:7].[CH2:9]([O:16][C:17]1[C:26]2[C:21](=[CH:22][CH:23]=[CH:24][CH:25]=2)[N:20]=[C:19]([CH2:27]OS(C2C=CC(C)=CC=2)(=O)=O)[C:18]=1[CH3:39])[C:10]1[CH:15]=[CH:14][CH:13]=[CH:12][CH:11]=1>CO.C[O-].[Na+].CO.C1COCC1>[CH2:9]([O:16][C:17]1[C:26]2[C:21](=[CH:22][CH:23]=[CH:24][CH:25]=2)[N:20]=[C:19]([CH2:27][S:8][CH2:1][CH2:2][CH2:3][CH2:4][CH2:5][CH2:6][CH3:7])[C:18]=1[CH3:39])[C:10]1[CH:11]=[CH:12][CH:13]=[CH:14][CH:15]=1 |f:3.4,5.6|. Reported procedure: 1-Heptanethiol (250 mg) was dissolved in methanol (5 mL), to which a solution of 28% sodium methoxide in methanol (0.37 mL) was then added, followed by stirring at room temperature for 15 minutes. The reaction mixture was added to a solution of p-toluenesulfonic acid [4-(benzyloxy)-3-methylquinolin-2-yl]methyl ester (464 mg) in methanol-THF (1:1, 10 mL), followed by stirring at room temperature for 30 minutes. The reaction mixture was concentrated under reduced pressure, and water (100 mL) was a... Reactants: OC1=CC=CC2=C1C(=NO2)OCC2CCN(CC2)C(=O)OC(C)(C)C (tert-Butyl 4-{[(4-hydroxy-1,2-benzisoxazol-3-yl)oxy]methyl}piperidine-1-carboxylate), C1(CCC1)(CO)CO (cyclobutane-1,1-diyldimethanol), OCC1CCN(CC1)CC1(CCCC1)C(=O)OC (methyl 1-{[4-(hydroxymethyl)piperidin-1-yl]methyl}cyclopentanecarboxylate). The product is OCC1(CCC1)COC1=CC=CC2=C1C(=NO2)OCC2CCN(CC2)C(=O)OC(C)(C)C (tert-Butyl 4-{[(4-{[1-(hydroxymethyl)cyclobutyl]methoxy}-1,2-benzisoxazol-3-yl)oxy]methyl}-piperidine-1-carboxylate). RXN SMILES: [OH:1][C:2]1[C:7]2[C:8]([O:11][CH2:12][CH:13]3[CH2:18][CH2:17][N:16]([C:19]([O:21][C:22]([CH3:25])([CH3:24])[CH3:23])=[O:20])[CH2:15][CH2:14]3)=[N:9][O:10][C:6]=2[CH:5]=[CH:4][CH:3]=1.[C:26]1([CH2:32]O)([CH2:30][OH:31])[CH2:29][CH2:28][CH2:27]1.OCC1CCN(CC2(C(OC)=O)CCCC2)CC1>>[OH:31][CH2:30][C:26]1([CH2:32][O:1][C:2]2[C:7]3[C:8]([O:11][CH2:12][CH:13]4[CH2:14][CH2:15][N:16]([C:19]([O:21][C:22]([CH3:25])([CH3:24])[CH3:23])=[O:20])[CH2:17][CH2:18]4)=[N:9][O:10][C:6]=3[CH:5]=[CH:4][CH:3]=2)[CH2:29][CH2:28][CH2:27]1. Reported procedure: The title compound was prepared according to the procedure described in Step 4 of EXAMPLE 9 using tert-butyl 4-{[(4-hydroxy-1,2-benzisoxazol-3-yl)oxy]methyl}piperidine-1-carboxylate (EXAMPLE 17, Step 2) and cyclobutane-1,1-diyldimethanol (DE 19735574) instead of 4-[(4-methoxybenzyl)oxy]-1,2-benzisoxazol-3-ol and methyl 1-{[4-(hydroxymethyl)piperidin-1-yl]methyl}cyclopentanecarboxylate. Starting materials: [BH4-], CCOC(C)=O, CO, Cn1nc(C(F)(F)F)c(C=O)c1Cl, [Na+], O. Product: Cn1nc(C(F)(F)F)c(CO)c1Cl. RXN SMILES: [BH4-:14].[CH3:17][CH2:18][O:19][C:20](=[O:21])[CH3:22].[CH3:23][OH:24].[Cl:1][c:2]1[c:3]([CH:12]=[O:13])[c:4]([C:8]([F:9])([F:10])[F:11])[n:5][n:6]1[CH3:7].[Na+:15].[OH2:16]>>[Cl:1][c:2]1[c:3]([CH2:12][OH:13])[c:4]([C:8]([F:9])([F:10])[F:11])[n:5][n:6]1[CH3:7]. Starting materials: Cl.NC1(CCC2=C(C=C(C=C12)F)F)C(=O)O (1-amino-4,6-difluoroindane-1-carboxylic acid hydrochloride), Cl (HCl), CO (MeOH). Yields the product Cl.NC1(CCC2=C(C=C(C=C12)F)F)C(=O)OC (Methyl 1-amino-4,6-difluoroindane-1-carboxylate hydrochloride). RXN SMILES: [ClH:1].[NH2:2][C:3]1([C:14]([OH:16])=[O:15])[C:11]2[C:6](=[C:7]([F:13])[CH:8]=[C:9]([F:12])[CH:10]=2)[CH2:5][CH2:4]1.Cl.[CH3:18]O>>[ClH:1].[NH2:2][C:3]1([C:14]([O:16][CH3:18])=[O:15])[C:11]2[C:6](=[C:7]([F:13])[CH:8]=[C:9]([F:12])[CH:10]=2)[CH2:5][CH2:4]1 |f:0.1,4.5|. Procedure details: A solution of 1-amino-4,6-difluoroindane-1-carboxylic acid hydrochloride (2.00 g, 15.5 mmol) in MeOH (100 mL) was saturated with HCl (g). The resulting mixture was heated at reflux for 20 h and concentrated in vacuo to provide the title compound. MS: m/z=228 (M+1). The reactants are C(C)(C)(C)N1CCC(=C(C1)OS(=O)(=O)C(F)(F)F)C(=O)OCC (ethyl 1-tert-butyl-5-{[(trifluoromethyl)sulfonyl]-oxy}-1,2,3,6-tetrahydropyridine-4-carboxylate), C([O-])([O-])=O.[Na+].[Na+] (sodium carbonate), FC1=C(C=CC(=C1)F)B(O)O (2,4-difluorophenylboronic acid), C1(=CC=CC=C1)C (toluene). Reagents/catalysts: C1=CC=C(C=C1)P([C-]2C=CC=C2)C3=CC=CC=C3.C1=CC=C(C=C1)P([C-]2C=CC=C2)C3=CC=CC=C3.Cl[Pd]Cl.[Fe+2] ([1,1′-bis(diphenylphosphino)ferrocene)dichloropalladium(II)). Run in C(C)O (ethanol). Conditions: temperature 80 celsius. Yields the product C(C)(C)(C)N1CCC(=C(C1)C1=C(C=C(C=C1)F)F)C(=O)OCC (ethyl 1-tert-butyl-5-(2,4-difluorophenyl)-1,2,3,6-tetrahydropyridine-4-carboxylate). The yield is 60.1%. RXN SMILES: [C:1]([N:5]1[CH2:10][C:9](OS(C(F)(F)F)(=O)=O)=[C:8]([C:19]([O:21][CH2:22][CH3:23])=[O:20])[CH2:7][CH2:6]1)([CH3:4])([CH3:3])[CH3:2].[F:24][C:25]1[CH:30]=[C:29]([F:31])[CH:28]=[CH:27][C:26]=1B(O)O.C1(C)C=CC=CC=1.C(=O)([O-])[O-].[Na+].[Na+]>C1C=CC(P(C2C=CC=CC=2)[C-]2C=CC=C2)=CC=1.C1C=CC(P(C2C=CC=CC=2)[C-]2C=CC=C2)=CC=1.Cl[Pd]Cl.[Fe+2].C(O)C>[C:1]([N:5]1[CH2:10][C:9]([C:28]2[CH:27]=[CH:26][C:25]([F:24])=[CH:30][C:29]=2[F:31])=[C:8]([C:19]([O:21][CH2:22][CH3:23])=[O:20])[CH2:7][CH2:6]1)([CH3:2])([CH3:3])[CH3:4] |f:3.4.5,6.7.8.9|. Procedure: The product of step D (5.05 g; 14.4 mmol), 2,4-difluorophenylboronic acid (2.85 g; 18.0 mmol) and [1,1′-bis(diphenylphosphino)ferrocene)dichloropalladium(II) (0.589 g; 0.7 mmol) were combined and dissolved a 2:1 mixture of toluene:ethanol (54 mL). The reaction was heated to 80° C. followed by the dropwise addition of 2 M aqueous sodium carbonate over 10 min. The reaction was maintained at 80° C. for 2 h. The reaction was quenched with saturated aqueous sodium bicarbonate and the aqueous layer wa... The reactants are NC1=CC=C(C=C1)[C@H](C(=O)O)NC(=O)OC(C)(C)C ((2R)-(4-amino-phenyl)-tert-butoxycarbonylamino-acetic acid), N1=CC=CC=C1 (pyridine), C(C)(=O)OC(C)=O (acetic anhydride). Solvent: ClCCl (dichloromethane), ClCCl (dichloromethane). Run at time 2 hour. Product: C(C)(=O)NC1=CC=C(C=C1)[C@H](C(=O)O)NC(=O)OC(C)(C)C ((2R)-(4-acetylamino-phenyl)-tert-butoxycarbonylamino-acetic acid). Isolated yield 50.9%. RXN SMILES: [NH2:1][C:2]1[CH:7]=[CH:6][C:5]([C@@H:8]([NH:12][C:13]([O:15][C:16]([CH3:19])([CH3:18])[CH3:17])=[O:14])[C:9]([OH:11])=[O:10])=[CH:4][CH:3]=1.N1C=CC=CC=1.[C:26](OC(=O)C)(=[O:28])[CH3:27]>ClCCl>[C:26]([NH:1][C:2]1[CH:7]=[CH:6][C:5]([C@@H:8]([NH:12][C:13]([O:15][C:16]([CH3:19])([CH3:18])[CH3:17])=[O:14])[C:9]([OH:11])=[O:10])=[CH:4][CH:3]=1)(=[O:28])[CH3:27]. Procedure details: To a solution of (2R)-(4-amino-phenyl)-tert-butoxycarbonylamino-acetic acid (100 mg, 0.376 mmol) in dichloromethane (2 mL) was added pyridine (36 μL, 0.45 mmol) and acetic anhydride (42 μL, 0.44 mmol) and the mixture stirred at ambient temperature for 2 hours. The reaction mixture was diluted with dichloromethane, washed with 1M aqueous citric acid solution, brine, dried over sodium sulfate, filtered and concentrated in vacuo. The residue was purified by chromatography over silica gel gradient e... Reactants: C(C)OP(=O)(OCC)COC1=C(C=C(C=C1)OC)[N+](=O)[O-] (2-diethylphosphonomethyloxy-5-methoxynitrobenzene), C(CCC)[Sn](C=C)(CCCC)CCCC (tributyl(vinyl)tin). Reagents/catalysts: [Cl-].[Cl-].C1(=CC=CC=C1)P(C1=CC=CC=C1)C1=CC=CC=C1.C1(=CC=CC=C1)P(C1=CC=CC=C1)C1=CC=CC=C1.[Pd+2] (palladium bis(triphenylphosphine) dichloride). Run in CN(C)C=O (DMF). Conditions: temperature 60 celsius. The product is C(C)OP(=O)(OCC)COC1=C(C=C(C=C1)C=C)[N+](=O)[O-] (2-diethylphosphonomethyloxy-5-vinylnitrobenzene). As a reaction SMILES: [CH2:1]([O:3][P:4]([CH2:9][O:10][C:11]1[CH:16]=[CH:15][C:14](OC)=[CH:13][C:12]=1[N+:19]([O-:21])=[O:20])([O:6][CH2:7][CH3:8])=[O:5])[CH3:2].[CH2:22]([Sn](CCCC)(CCCC)C=C)[CH2:23]CC>CN(C=O)C.[Cl-].[Cl-].C1(P(C2C=CC=CC=2)C2C=CC=CC=2)C=CC=CC=1.C1(P(C2C=CC=CC=2)C2C=CC=CC=2)C=CC=CC=1.[Pd+2]>[CH2:7]([O:6][P:4]([CH2:9][O:10][C:11]1[CH:16]=[CH:15][C:14]([CH:22]=[CH2:23])=[CH:13][C:12]=1[N+:19]([O-:21])=[O:20])([O:3][CH2:1][CH3:2])=[O:5])[CH3:8] |f:3.4.5.6.7|. Reported procedure: A solution of 2-diethylphosphonomethyloxy-5-bromonitrobenzene (1 mmole, prepared as in Example 37, Step A) in DMF (5 mL) was treated with tributyl(vinyl)tin (1.2 mmole) and palladium bis(triphenylphosphine) dichloride (0.1 mmole), and the mixture was heated at 60° C. under nitrogen for 6 h. Evaporation and chromatography gave 2-diethylphosphonomethyloxy-5-vinylnitrobenzene as an oil which was subjected to Step B of Example 38, Step B of Example 36, and Step D of Example 34 to give 2-amino-7-ethy...